This data is from the Open Reaction Database (ORD), a public repository of structured organic reaction records. The task is: describe an organic reaction: reactants, conditions, products, and yield Yield: 36.9%. Solvent: CN(C)C=O (DMF). Procedure details: To a mixture of [4-(1-adamantyl)phenoxy]acetic acid (85.9 mg, 0.30 mmol), 2-amino-benzoic acid methyl ester (0.07 mL, 0.54 mmol), N-(3-dimethylaminopropyl)-N′-ethyl carbodiimide HCl (EDC) (103.5 mg, 0.54 mmol) and 1-hydroxybenzotriazole (HOBt) (73.0 mg, 0.54 mmol) in DMF (3.6 mL) was added N,N-diisopropylethylamine, redistill (DIPEA) (69.8 mg, 0.10 mL, 0.54 mmol). The mixture was stirred overnight, and then partitioned between ethyl acetate and 10% HCl. The organic phase was washed with brine, d... Conditions: time 8 hour. The reactants are C12(CC3CC(CC(C1)C3)C2)C2=CC=C(OCC(=O)O)C=C2 ([4-(1-adamantyl)phenoxy]acetic acid), COC(C1=C(C=CC=C1)N)=O (2-amino-benzoic acid methyl ester), Cl.CN(CCCN=C=NCC)C (N-(3-dimethylaminopropyl)-N′-ethyl carbodiimide HCl), ON1N=NC2=C1C=CC=C2 (1-hydroxybenzotriazole), C(C)(C)N(C(C)C)CC (N,N-diisopropylethylamine). As a reaction SMILES: [C:1]12([C:11]3[CH:21]=[CH:20][C:14]([O:15][CH2:16][C:17](O)=[O:18])=[CH:13][CH:12]=3)[CH2:10][CH:5]3[CH2:6][CH:7]([CH2:9][CH:3]([CH2:4]3)[CH2:2]1)[CH2:8]2.[CH3:22][O:23][C:24](=[O:32])[C:25]1[CH:30]=[CH:29][CH:28]=[CH:27][C:26]=1[NH2:31].Cl.CN(C)CCCN=C=NCC.ON1C2C=CC=CC=2N=N1.C(N(CC)C(C)C)(C)C>CN(C=O)C>[CH3:22][O:23][C:24](=[O:32])[C:25]1[CH:30]=[CH:29][CH:28]=[CH:27][C:26]=1[NH:31][C:17](=[O:18])[CH2:16][O:15][C:14]1[CH:13]=[CH:12][C:11]([C:1]23[CH2:10][CH:5]4[CH2:4][CH:3]([CH2:9][CH:7]([CH2:6]4)[CH2:8]2)[CH2:2]3)=[CH:21][CH:20]=1 |f:2.3|. Yields the product COC(C1=C(C=CC=C1)NC(COC1=CC=C(C=C1)C12CC3CC(CC(C1)C3)C2)=O)=O (2-[2-(4-adamantan-1-yl-phenoxy)-acetylamino]-benzoic acid methyl ester). The reactants are CN(C)C=1[C-](C=CC1)C.[CH-]1C=CC=C1.[Fe+2] (N,N-dimethylamino-methylferrocene), [C-]#N.[K+] (potassium cyanide), CN(C)C (trimethylamine). The solvent is O (water). Run at time 2 hour. The product is C(#N)C[C-]1C=CC=C1.[CH-]1C=CC=C1.[Fe+2] (cyanomethylferrocene). Yield: 76.9%. RXN SMILES: CN([C:4]1[C-:5]([CH3:9])[CH:6]=[CH:7][CH:8]=1)C.[CH-:10]1[CH:14]=[CH:13][CH:12]=[CH:11]1.[Fe+2:15].[C-]#N.[K+].[CH3:19][N:20](C)C>O>[C:19]([CH2:9][C-:5]1[CH:4]=[CH:8][CH:7]=[CH:6]1)#[N:20].[CH-:10]1[CH:14]=[CH:13][CH:12]=[CH:11]1.[Fe+2:15] |f:0.1.2,3.4,7.8.9|. Procedure: 58 g (0.15 mole) of N,N-dimethylamino-methylferrocene methoidoide were added to a solution of 57 g (0.88 mole) of potassium cyanide in 570 ml of water and the mixture was heated to the boil, whereupon the solid dissolved. The evolution of trimethylamine started within a few minutes, while at the same time an oil which was volatile with steam separated out. After stirring for two hours under reflux, the mixture was cooled to room temperature, whereupon the oily product solidified. The solid was s... As a reaction SMILES: [CH2:1]([c:2]1[cH:3][cH:4][cH:5][cH:6][cH:7]1)[O:8][c:9]1[c:10]([CH3:23])[n:11]([CH3:22])[cH:12][c:13]([CH:16]([C:17]([F:18])([F:19])[F:20])[OH:21])[c:14]1=[O:15].[CH3:24][OH:25]>>[OH:8][c:9]1[c:10]([CH3:23])[n:11]([CH3:22])[cH:12][c:13]([CH:16]([C:17]([F:18])([F:19])[F:20])[OH:21])[c:14]1=[O:15]. The reactants are Cc1c(OCc2ccccc2)c(=O)c(C(O)C(F)(F)F)cn1C, CO. Yields the product Cc1c(O)c(=O)c(C(O)C(F)(F)F)cn1C. Starting materials: O1CCOC2=C1C=CC=C2OCCN2C(C1=CC=CC=C1C2=O)=O (2-[2-(2,3-Dihydro-1,4-benzodioxin-5-yloxy)ethyl]isoindole-1,3-dione), O.NN (hydrazine hydrate). Run in C(C)O (ethanol). Yields the product O1CCOC2=C1C=CC=C2OCCN (2-(2,3-Dihydro-1,4-benzodioxin-5-yloxy)ethylamine). RXN SMILES: [O:1]1[C:6]2[CH:7]=[CH:8][CH:9]=[C:10]([O:11][CH2:12][CH2:13][N:14]3C(=O)C4C(=CC=CC=4)C3=O)[C:5]=2[O:4][CH2:3][CH2:2]1.O.NN>C(O)C>[O:1]1[C:6]2[CH:7]=[CH:8][CH:9]=[C:10]([O:11][CH2:12][CH2:13][NH2:14])[C:5]=2[O:4][CH2:3][CH2:2]1 |f:1.2|. Procedure: Cleavage of the phthalimide group of the compound obtained in Step B is carried out in ethanol in the presence of an aqueous 98% hydrazine hydrate solution (2 eq. per 1.5 g of product). It is preferable to add the latter after 10 minutes' refluxing. When the reaction is complete, the alcohol is removed under reduced pressure. The dry residue is taken up in dichloromethane in the cold in order to precipitate the phthalic hydrazide that has formed. The latter may then be removed by filtration and ... Product: C(C)(C)NC=1C=2N(C=CN1)C(=CN2)C2=NC(=NC=C2)NC2CCC(CC2)O (4-[4-(8-Isopropylamino-imidazo[1,2-a]pyrazin-3-yl)-pyrimidin-2-ylamino]-cyclohexanol). Reaction SMILES: C(OC(=O)[N:7]([CH:25]([CH3:27])[CH3:26])[C:8]1[C:9]2[N:10]([C:14]([C:17]3[CH:22]=[CH:21][N:20]=[C:19](SC)[N:18]=3)=[CH:15][N:16]=2)[CH:11]=[CH:12][N:13]=1)(C)(C)C.[NH2:29][C@H:30]1[CH2:35][CH2:34][C@H:33]([OH:36])[CH2:32][CH2:31]1>>[CH:25]([NH:7][C:8]1[C:9]2[N:10]([C:14]([C:17]3[CH:22]=[CH:21][N:20]=[C:19]([NH:29][CH:30]4[CH2:35][CH2:34][CH:33]([OH:36])[CH2:32][CH2:31]4)[N:18]=3)=[CH:15][N:16]=2)[CH:11]=[CH:12][N:13]=1)([CH3:26])[CH3:27]. Reactants: C(C)(C)(C)OC(N(C=1C=2N(C=CN1)C(=CN2)C2=NC(=NC=C2)SC)C(C)C)=O (Isopropyl-[3-(2-methylsulfanyl-pyrimidin-4-yl)-imidazo[1,2-a]pyrazin-8-yl]-carbamic acid tert-butyl ester), N[C@@H]1CC[C@H](CC1)O (trans-4-amino-cyclohexanol). Procedure: 4-[4-(8-Isopropylamino-imidazo[1,2-a]pyrazin-3-yl)-pyrimidin-2-ylamino]-cyclohexanol was prepared by a process analogous to that described in Example 12 starting from isopropyl-[3-(2-methylsulfanyl-pyrimidin-4-yl)-imidazo[1,2-a]pyrazin-8-yl]-carbamic acid tert-butyl ester (from Example 11 supra), and trans-4-amino-cyclohexanol. LC-MS: [M+H]+ 368.3.